This data is from the Open Reaction Database (ORD), a public repository of structured organic reaction records. The task is: describe an organic reaction: reactants, conditions, products, and yield The reactants are [N+](=O)([O-])C1=C(OCCCC2=CC(=C(C(=C2)C(C)(C)C)O)C(C)(C)C)C=CC=C1 (4-[3-(2-nitrophenoxy)propyl]-2,6-di-t-butylphenol). The reagents and catalysts are [Pd] (palladium/carbon). Run in C(C)O (ethanol). The product is NC1=C(OCCCC2=CC(=C(C(=C2)C(C)(C)C)O)C(C)(C)C)C=CC=C1 (4-[3-(2-aminophenoxy)propyl]-2,6-di-t-butylphenol). Reaction SMILES: [N+:1]([C:4]1[CH:28]=[CH:27][CH:26]=[CH:25][C:5]=1[O:6][CH2:7][CH2:8][CH2:9][C:10]1[CH:15]=[C:14]([C:16]([CH3:19])([CH3:18])[CH3:17])[C:13]([OH:20])=[C:12]([C:21]([CH3:24])([CH3:23])[CH3:22])[CH:11]=1)([O-])=O>C(O)C.[Pd]>[NH2:1][C:4]1[CH:28]=[CH:27][CH:26]=[CH:25][C:5]=1[O:6][CH2:7][CH2:8][CH2:9][C:10]1[CH:15]=[C:14]([C:16]([CH3:17])([CH3:18])[CH3:19])[C:13]([OH:20])=[C:12]([C:21]([CH3:23])([CH3:22])[CH3:24])[CH:11]=1. Procedure details: To a suspension of 4-[3-(2-nitrophenoxy)propyl]-2,6-di-t-butylphenol (1.03 g) in ethanol (30 ml) was added a catalytic amount of 10% palladium/carbon to carry out catalytic reduction under 3-4 arms at 40° C. for 10 hrs. After filtering off the catalyst, the solvent was distilled off to give 4-[3-(2-aminophenoxy)propyl]-2,6-di-t-butylphenol. This compound was dissolved in dichloromethane (20 ml), to which diisopropylamine (0.75 ml) was added. Phenyl chloroformate (0.84 g) was added dropwise under... Reactants: BrC1=C(N(N=C1)C)C(O)C1=CC=CC=C1 ((4-Bromo-2-methyl-2H-pyrazol-3-yl)-phenyl-methanol), C(=O)(C(F)(F)F)O (TFA), C(C)[SiH](CC)CC (Triethylsilane). Reaction conditions: temperature 50 celsius. The product is C(C1=CC=CC=C1)C1=C(C=NN1C)Br (5-Benzyl-4-bromo-1-methyl-1H-pyrazole). As a reaction SMILES: [Br:1][C:2]1[CH:6]=[N:5][N:4]([CH3:7])[C:3]=1[CH:8]([C:10]1[CH:15]=[CH:14][CH:13]=[CH:12][CH:11]=1)O.C(O)(C(F)(F)F)=O.C([SiH](CC)CC)C>>[CH2:8]([C:3]1[N:4]([CH3:7])[N:5]=[CH:6][C:2]=1[Br:1])[C:10]1[CH:11]=[CH:12][CH:13]=[CH:14][CH:15]=1. Procedure: (4-Bromo-2-methyl-2H-pyrazol-3-yl)-phenyl-methanol (0.50 g; 1.87 mmol) was treated with 3.0 ml TFA and Triethylsilane (1.49 ml; 9.36 mmol) and heated to 50° C. for 16 hours. The product was purified via reversed phase chromatography under acid conditions. Reactants: Cl.CC=1C=C(C=NC1OCC(F)(F)F)C(C)N (1-(5-methyl-6-(2,2,2-trifluoroethoxy)pyridin-3-yl)ethanamine hydrochloride), C(C)(=O)OCC=1C=C(C(=O)O)C=C(N1)Cl (2-(acetoxymethyl)-6-chloroisonicotinic acid). Product: C(C)(=O)OCC1=NC(=CC(=C1)C(NC(C)C=1C=NC(=C(C1)C)OCC(F)(F)F)=O)Cl ((6-chloro-4-((1-(5-methyl-6-(2,2,2-trifluoroethoxy)pyridin-3-yl)ethyl)carbamoyl)pyridin-2-yl)methyl acetate). Yield: 21.0%. RXN SMILES: Cl.[CH3:2][C:3]1[CH:4]=[C:5]([CH:15]([NH2:17])[CH3:16])[CH:6]=[N:7][C:8]=1[O:9][CH2:10][C:11]([F:14])([F:13])[F:12].[C:18]([O:21][CH2:22][C:23]1[CH:24]=[C:25]([CH:29]=[C:30]([Cl:32])[N:31]=1)[C:26](O)=[O:27])(=[O:20])[CH3:19]>>[C:18]([O:21][CH2:22][C:23]1[CH:24]=[C:25]([C:26](=[O:27])[NH:17][CH:15]([C:5]2[CH:6]=[N:7][C:8]([O:9][CH2:10][C:11]([F:14])([F:12])[F:13])=[C:3]([CH3:2])[CH:4]=2)[CH3:16])[CH:29]=[C:30]([Cl:32])[N:31]=1)(=[O:20])[CH3:19] |f:0.1|. Procedure details: The title compound is prepared in 21% yield (100 mg, a yellow solid) from 1-(5-methyl-6-(2,2,2-trifluoroethoxy)pyridin-3-yl)ethanamine hydrochloride (295 mg, 1.1 mmol, Amine-17, single enantiomer) and 2-(acetoxymethyl)-6-chloroisonicotinic acid (500 mg, 1.1 mmol, Step-1) by the similar manner in Step-1 of Example 8. The reactants are CCOC(C)=O, O=C(Cl)C(=O)Cl, Cc1c(F)ccc(C(N)=O)c1Cl, CN(C)C=O, O, c1ccncc1. Product: Cc1c(F)ccc(C#N)c1Cl. Reaction SMILES: [C:26]([O:27][CH2:28][CH3:29])(=[O:30])[CH3:31].[Cl:19][C:20]([C:21]([Cl:22])=[O:23])=[O:24].[Cl:1][c:2]1[c:3]([C:4](=[O:5])[NH2:6])[cH:7][cH:8][c:9]([F:12])[c:10]1[CH3:11].[O:32]=[CH:33][N:34]([CH3:35])[CH3:36].[OH2:25].[cH:13]1[cH:14][cH:15][n:16][cH:17][cH:18]1>>[Cl:1][c:2]1[c:3]([C:4]#[N:6])[cH:7][cH:8][c:9]([F:12])[c:10]1[CH3:11]. The reactants are CC(=O)Nc1ccc(NC(=S)Nc2cc(Cl)c(OCCOC(C)=O)c(Cl)c2)cc1, CO, [Na+], C1CCOC1, [OH-]. Product: CC(=O)Nc1ccc(NC(=S)Nc2cc(Cl)c(OCCO)c(Cl)c2)cc1. As a reaction SMILES: [C:1]([CH3:2])(=[O:3])[NH:4][c:5]1[cH:6][cH:7][c:8]([NH:11][C:12]([NH:13][c:14]2[cH:15][c:16]([Cl:28])[c:17]([O:18][CH2:19][CH2:20][O:21][C:22](=[O:23])[CH3:24])[c:25]([Cl:27])[cH:26]2)=[S:29])[cH:9][cH:10]1.[CH3:37][OH:38].[Na+:36].[O:30]1[CH2:31][CH2:32][CH2:33][CH2:34]1.[OH-:35]>>[C:1]([CH3:2])(=[O:3])[NH:4][c:5]1[cH:6][cH:7][c:8]([NH:11][C:12]([NH:13][c:14]2[cH:15][c:16]([Cl:28])[c:17]([O:18][CH2:19][CH2:20][OH:21])[c:25]([Cl:27])[cH:26]2)=[S:29])[cH:9][cH:10]1. Reactants: ClCCl, O=C(O)c1sccc1CO, Cc1ccc(S(=O)(=O)Cl)cc1. Yields the product O=C1OCc2ccsc21. Reaction SMILES: [Cl:22][CH2:23][Cl:24].[OH:1][CH2:2][c:3]1[c:4]([C:8](=[O:9])[OH:10])[s:5][cH:6][cH:7]1.[c:11]1([CH3:12])[cH:13][cH:14][c:15]([S:16]([Cl:17])(=[O:18])=[O:19])[cH:20][cH:21]1>>[CH2:2]1[c:3]2[c:4]([s:5][cH:6][cH:7]2)[C:8](=[O:9])[O:10]1. The reactants are CC1(C)OB(c2ccc3c(c2)NCCNC3=O)OC1(C)C, N#CC1(c2ccc(-c3cnc(N)c(Br)n3)cc2)CCOCC1. Yields the product N#CC1(c2ccc(-c3cnc(N)c(-c4ccc5c(c4)NCCNC5=O)n3)cc2)CCOCC1. As a reaction SMILES: [CH3:23][C:24]1([CH3:25])[C:26]([CH3:27])([CH3:28])[O:29][B:30]([c:31]2[cH:32][cH:33][c:34]3[c:35]([cH:42]2)[NH:36][CH2:37][CH2:38][NH:39][C:40]3=[O:41])[O:43]1.[NH2:1][c:2]1[n:3][cH:4][c:5](-[c:9]2[cH:10][cH:11][c:12]([C:15]3([C:21]#[N:22])[CH2:16][CH2:17][O:18][CH2:19][CH2:20]3)[cH:13][cH:14]2)[n:6][c:7]1[Br:8]>>[NH2:1][c:2]1[n:3][cH:4][c:5](-[c:9]2[cH:10][cH:11][c:12]([C:15]3([C:21]#[N:22])[CH2:16][CH2:17][O:18][CH2:19][CH2:20]3)[cH:13][cH:14]2)[n:6][c:7]1-[c:31]1[cH:32][cH:33][c:34]2[c:35]([cH:42]1)[NH:36][CH2:37][CH2:38][NH:39][C:40]2=[O:41].